This data is from the Open Reaction Database (ORD), a public repository of structured organic reaction records. The task is: describe an organic reaction: reactants, conditions, products, and yield Starting materials: C[Si](C#CC1=CC=C(C=C1)[C-]1C=CC=C1)(C)C.[CH-]1C=CC=C1.[Fe+2] (4-[2-(trimethylsilyl)ethynyl]-phenylferrocene), C(=O)([O-])[O-].[K+].[K+] (K2CO3). Conditions: time 30 minute. Reaction SMILES: C[Si](C)(C)[C:3]#[C:4][C:5]1[CH:10]=[CH:9][C:8]([C-:11]2[CH:15]=[CH:14][CH:13]=[CH:12]2)=[CH:7][CH:6]=1.[CH-:18]1[CH:22]=[CH:21][CH:20]=[CH:19]1.[Fe+2:23].C([O-])([O-])=O.[K+].[K+]>C1COCC1.CO.CCOCC>[C:4]([C:5]1[CH:10]=[CH:9][C:8]([C-:11]2[CH:15]=[CH:14][CH:13]=[CH:12]2)=[CH:7][CH:6]=1)#[CH:3].[CH-:18]1[CH:22]=[CH:21][CH:20]=[CH:19]1.[Fe+2:23] |f:0.1.2,3.4.5,6.7,9.10.11|. Isolated yield 83.2%. Solvent: CCOCC (ether), C1CCOC1.CO (THF MeOH). Reported procedure: A solution of 3 (1.5 g, 4.2 mmol) in anhydrous THF/MeOH (2:1, 30 mL) was treated with K2CO3 (1.2 g, 8.4 mmol) and the mixture was stirred at rt for 30 min. The solvent was removed under reduced pressure affording an orange solid. The residue was dissolved in ether (50 mL), washed with H2O (3×50 mL), dried (MgSO4) and filtered. The solvent was removed under reduced pressure. Purification by column chromatography (silica, petroleum ether/ethyl ether, 10:2) afforded an orange solid (1.0 g, 90%): mp... Product: C(#C)C1=CC=C(C=C1)[C-]1C=CC=C1.[CH-]1C=CC=C1.[Fe+2] (4-(Ethvnyl)phenylferrocene). Solvent: CO (methanol), CO (methanol). RXN SMILES: [CH:1]1[C:11]2[C:10]3[CH:12]=[CH:13][CH:14]=[CH:15][C:9]=3[CH2:8][N:7]([C:16]#[N:17])[CH2:6][C:5]=2[CH:4]=[CH:3][CH:2]=1.[CH3:18][O-:19].[Na+].[Na]>CO>[CH:1]1[C:11]2[C:10]3[CH:12]=[CH:13][CH:14]=[CH:15][C:9]=3[CH2:8][N:7]([C:16](=[NH:17])[O:19][CH3:18])[CH2:6][C:5]=2[CH:4]=[CH:3][CH:2]=1 |f:1.2,^1:20|. The product is C1=CC=CC=2CN(CC3=C(C21)C=CC=C3)C(OC)=N (methyl 5,7-dihydro-6H-dibenz[c,e]azepine-6-carboximidate). Reactants: C1=CC=CC=2CN(CC3=C(C21)C=CC=C3)C#N (5,7-dihydro-6H-dibenz[c,e]azepine-6-carbonitrile), C[O-].[Na+] (sodium methylate), [Na] (sodium). Procedure details: 1.5 g of 5,7-dihydro-6H-dibenz[c,e]azepine-6-carbonitrile are added to a solution of sodium methylate in methanol prepared from 0.16 g of sodium and 20 ml of absolute methanol, and the mixture is heated to reflux temperature for 1 hour. The solvent is subsequently distilled off, the residue is treated with water and the resulting aqueous mixture is extracted three times with methylene chloride. The combined extracts are washed with water, dried over anhydrous sodium sulphate and evaporated. In t... The reactants are OC1=C(C=CC=C1OC)C1=CN(C=2N=CN=C(C21)N[C@@H](C)C2=NN1C(C(N2C2=CC=CC=C2)=O)=C(C=C1)C)COCC[Si](C)(C)C ((S)-2-(1-((5-(2-Hydroxy-3-methoxyphenyl)-7-((2-(trimethylsilyl)ethoxy)methyl)-7H-pyrrolo[2,3-d]pyrimidin-4-yl)amino)ethyl)-5-methyl-3-phenylpyrrolo[2,1-f][1,2,4]triazin-4(3H)-one), FC(C(=O)O)(F)F (trifluoroacetic acid), N (ammonia). Product: OC1=C(C=CC=C1OC)C1=CNC=2N=CN=C(C21)N[C@@H](C)C2=NN1C(C(N2C2=CC=CC=C2)=O)=C(C=C1)C ((S)-2-(1-((5-(2-Hydroxy-3-methoxyphenyl)-7H-pyrrolo[2,3-d]pyrimidin-4-yl)amino)ethyl)-5-methyl-3-phenylpyrrolo[2,1-f][1,2,4]triazin-4(3H)-one). Yield: 48.0%. RXN SMILES: [OH:1][C:2]1[C:7]([O:8][CH3:9])=[CH:6][CH:5]=[CH:4][C:3]=1[C:10]1[C:18]2[C:17]([NH:19][C@H:20]([C:22]3[N:27]([C:28]4[CH:33]=[CH:32][CH:31]=[CH:30][CH:29]=4)[C:26](=[O:34])[C:25]4=[C:35]([CH3:38])[CH:36]=[CH:37][N:24]4[N:23]=3)[CH3:21])=[N:16][CH:15]=[N:14][C:13]=2[N:12](COCC[Si](C)(C)C)[CH:11]=1.FC(F)(F)C(O)=O.N>>[OH:1][C:2]1[C:7]([O:8][CH3:9])=[CH:6][CH:5]=[CH:4][C:3]=1[C:10]1[C:18]2[C:17]([NH:19][C@H:20]([C:22]3[N:27]([C:28]4[CH:33]=[CH:32][CH:31]=[CH:30][CH:29]=4)[C:26](=[O:34])[C:25]4=[C:35]([CH3:38])[CH:36]=[CH:37][N:24]4[N:23]=3)[CH3:21])=[N:16][CH:15]=[N:14][C:13]=2[NH:12][CH:11]=1. Procedure: (S)-2-(1-((5-(2-Hydroxy-3-methoxyphenyl)-7-((2-(trimethylsilyl)ethoxy)methyl)-7H-pyrrolo[2,3-d]pyrimidin-4-yl)amino)ethyl)-5-methyl-3-phenylpyrrolo[2,1-f][1,2,4]triazin-4(3H)-one (71 mg, 0.08 mmol) was treated with trifluoroacetic acid (2 mL, 25.96 mmol) and a solution of ammonia (7N in methanol, 2 mL, 14 mmol) according to the method described in Example 27 to give 19.5 mg (48% yield) of the title compound. Purity 94%. Reactants: CO, CC#N, O=c1cnn(-c2ccc(C(Cl)c3ccc(Cl)cc3)c(Cl)c2)c(=O)[nH]1, [Na], NCc1ncc[nH]1. The product is O=c1cnn(-c2ccc(C(NCc3ncc[nH]3)c3ccc(Cl)cc3)c(Cl)c2)c(=O)[nH]1. Reaction SMILES: [CH3:1][OH:2].[CH3:35][C:36]#[N:37].[Cl:11][c:12]1[cH:13][c:14](-[n:27]2[n:28][cH:29][c:30](=[O:34])[nH:31][c:32]2=[O:33])[cH:15][cH:16][c:17]1[CH:18]([c:19]1[cH:20][cH:21][c:22]([Cl:25])[cH:23][cH:24]1)[Cl:26].[Na:3].[nH:4]1[c:5]([CH2:9][NH2:10])[n:6][cH:7][cH:8]1>>[nH:4]1[c:5]([CH2:9][NH:10][CH:18]([c:17]2[c:12]([Cl:11])[cH:13][c:14](-[n:27]3[n:28][cH:29][c:30](=[O:34])[nH:31][c:32]3=[O:33])[cH:15][cH:16]2)[c:19]2[cH:20][cH:21][c:22]([Cl:25])[cH:23][cH:24]2)[n:6][cH:7][cH:8]1. The reactants are CS(=O)(=O)OCC1=CC2=C(N=C(O2)SC)C=C1 ((2-(methylthio)benzo[d]oxazol-6-yl)methyl methanesulfonate), C(=O)([O-])[O-].[K+].[K+] (K2CO3), ClCC1=CC2=C(N=C(O2)SC)C=C1 (6-(chloromethyl)-2-(methylthio)benzo[d]oxazole), COC1=CC2=C(N=CN2)C=C1OC (5,6-dimethoxybenzimidazole). Conditions: time 3 hour. The solvent is CN(C)C=O (DMF). Product: COC1=CC2=C(N(C=N2)CC2=CC3=C(N=C(O3)SC)C=C2)C=C1OC (6-((5,6-dimethoxy-1H-benzo[d]imidazol-1-yl)methyl)-2-(methylthio)benzo[d]oxazole). RXN SMILES: CS(O[CH2:6][C:7]1[CH:17]=[CH:16][C:10]2[N:11]=[C:12]([S:14][CH3:15])[O:13][C:9]=2[CH:8]=1)(=O)=O.ClCC1C=CC2N=C(SC)OC=2C=1.[CH3:31][O:32][C:33]1[C:41]([O:42][CH3:43])=[CH:40][C:36]2[N:37]=[CH:38][NH:39][C:35]=2[CH:34]=1.C([O-])([O-])=O.[K+].[K+]>CN(C=O)C>[CH3:43][O:42][C:41]1[C:33]([O:32][CH3:31])=[CH:34][C:35]2[N:39]([CH2:6][C:7]3[CH:17]=[CH:16][C:10]4[N:11]=[C:12]([S:14][CH3:15])[O:13][C:9]=4[CH:8]=3)[CH:38]=[N:37][C:36]=2[CH:40]=1 |f:3.4.5|. Procedure: To a stirred solution of a 9:1 mixture of (2-(methylthio)benzo[d]oxazol-6-yl)methyl methanesulfonate and 6-(chloromethyl)-2-(methylthio)benzo[d]oxazole (1.45 g) from Step 1 of this Example and 5,6-dimethoxybenzimidazole (945 mg, 5.31 mmol) in anhydrous DMF (10 mL) at rt was added solid K2CO3 (1.47 g, 10.62 mmol). The mixture was stirred at rt for 3 h. The mixture was partitioned between water and DCM. The organic layer was separated and washed with water. The organic layer was separated, dried o... The reactants are CN1NCC2=CC(=CC(=C12)COCC1(CCN(CC1)C(=O)OC(C)(C)C)C1=CC=CC=C1)C (tert-Butyl 4-(((1,5-dimethyl-2H-indazol-7-yl)methoxy)methyl)-4-phenylpiperidine-1-carboxylate). Run in FC(C(=O)O)(F)F (trifluoroacetic acid). Reaction conditions: time 45 minute. Yields the product CN1N=CC2=CC(=CC(=C12)COCC1(CCNCC1)C1=CC=CC=C1)C (1,5-Dimethyl-7-(((4-phenylpiperidin-4-yl)methoxy)methyl)-1H-indazole). As a reaction SMILES: [CH3:1][N:2]1[C:10]2[C:5](=[CH:6][C:7]([CH3:33])=[CH:8][C:9]=2[CH2:11][O:12][CH2:13][C:14]2([C:27]3[CH:32]=[CH:31][CH:30]=[CH:29][CH:28]=3)[CH2:19][CH2:18][N:17](C(OC(C)(C)C)=O)[CH2:16][CH2:15]2)[CH2:4][NH:3]1>FC(F)(F)C(O)=O>[CH3:1][N:2]1[C:10]2[C:5](=[CH:6][C:7]([CH3:33])=[CH:8][C:9]=2[CH2:11][O:12][CH2:13][C:14]2([C:27]3[CH:28]=[CH:29][CH:30]=[CH:31][CH:32]=3)[CH2:15][CH2:16][NH:17][CH2:18][CH2:19]2)[CH:4]=[N:3]1. Reported procedure: tert-Butyl 4-(((1,5-dimethyl-2H-indazol-7-yl)methoxy)methyl)-4-phenylpiperidine-1-carboxylate (24 mg, 0.053 mmol) was dissolved in trifluoroacetic acid (25% in dichloromethane, 1.5 mL) and stirred at room temperature for 45 min. The reaction was concentrated, and loaded onto a strong cation exchange cartridge in methanol. The cartridge was flushed with several volumes of methanol which were discarded. The product was eluted with 2 M ammonia in methanol to give 18.8 mg (quant.) as a colorless fil...